describe an organic reaction: reactants, conditions, products, and yield From a dataset of the Open Reaction Database (ORD), a public repository of structured organic reaction records. Starting materials: [Cl-].[NH4+] (ammonium chloride), C(C)OC(C(C)Br)=O (2-bromopropionic acid ethyl ester), BrC1=CC=C(C=C1)S (4-bromothiophenol), solution, C(CCC)[Li] (butyllithium), C(=O)C=1C=NC=CC1 (3-formylpyridine). Run in O1CCCC1 (tetrahydrofuran), CCCCCC (hexane), O1CCCC1 (tetrahydrofuran). Reaction conditions: temperature 0 celsius, time 5 minute. The product is C(C)OC(C(C)SC1=CC=C(C=C1)C(O)C=1C=NC=CC1)=O (2-[4-(3-Pyridylhydroxymethyl)phenylthio]propionic acid ethyl ester). Isolated yield 44.1%. Reaction SMILES: Br[C:2]1[CH:7]=[CH:6][C:5]([SH:8])=[CH:4][CH:3]=1.C([Li])CCC.[CH:14]([C:16]1[CH:17]=[N:18][CH:19]=[CH:20][CH:21]=1)=[O:15].[CH2:22]([O:24][C:25](=[O:29])[CH:26](Br)[CH3:27])[CH3:23].[Cl-].[NH4+]>O1CCCC1.CCCCCC>[CH2:22]([O:24][C:25](=[O:29])[CH:26]([S:8][C:5]1[CH:6]=[CH:7][C:2]([CH:14]([C:16]2[CH:17]=[N:18][CH:19]=[CH:20][CH:21]=2)[OH:15])=[CH:3][CH:4]=1)[CH3:27])[CH3:23] |f:4.5|. Reported procedure: A solution of 0.95 g of 4-bromothiophenol in 20 ml of tetrahydrofuran was added dropwise to 7.5 ml of a 1.4 M solution of butyllithium in hexane at -70° to -60° C. After allowed to warm to 0° C., the mixture was stirred at 0° C. for 5 minutes. To it was added a solution of 0.505 g of 3-formylpyridine in 10 ml of tetrahydrofuran at -70° C., and the mixture was stirred at -70° C. for 30 minutes. To the mixture was added 0.91 g of 2-bromopropionic acid ethyl ester at -70° C., and the mixture was st... Reactants: [BH4-], O=Cc1csc2cccc(Br)c12, CCO, NS(N)(=O)=O, [Na+], O. Yields the product NS(=O)(=O)NCc1csc2cccc(Br)c12. Reaction SMILES: [BH4-:18].[Br:1][c:2]1[cH:3][cH:4][cH:5][c:6]2[c:7]1[c:8]([CH:11]=[O:12])[cH:9][s:10]2.[CH3:21][CH2:22][OH:23].[NH2:13][S:14]([NH2:15])(=[O:16])=[O:17].[Na+:19].[OH2:20]>>[Br:1][c:2]1[cH:3][cH:4][cH:5][c:6]2[c:7]1[c:8]([CH2:11][NH:13][S:14]([NH2:15])(=[O:16])=[O:17])[cH:9][s:10]2.